From a dataset of the Open Reaction Database (ORD), a public repository of structured organic reaction records. describe an organic reaction: reactants, conditions, products, and yield The reactants are ice water, C\C(=C/CO)\CCC=C(C)C ((E)-3,7-dimethyl-2,6-octadien-1-ol), N1=C(C=C(C=C1C)C)C (2,4,6-collidine), [Cl-].[Li+] (lithium chloride). Reagents/catalysts: CS(=O)(=O)Cl (methanesulfonyl chloride). The solvent is CN(C)C=O (DMF). Reaction conditions: temperature 0 celsius, time 1.5 hour. Yields the product ClC/C=C(/CCC=C(C)C)\C ((E)-8-Chloro-2,6-dimethyl-2,6-octadiene). The yield is 89.4%. Reaction SMILES: [CH3:1]/[C:2](/[CH2:6][CH2:7][CH:8]=[C:9]([CH3:11])[CH3:10])=[CH:3]\[CH2:4]O.N1C(C)=CC(C)=CC=1C.[Cl-:21].[Li+]>CN(C=O)C.CS(Cl)(=O)=O>[Cl:21][CH2:4]/[CH:3]=[C:2](\[CH3:1])/[CH2:6][CH2:7][CH:8]=[C:9]([CH3:11])[CH3:10] |f:2.3|. Reported procedure: To a stirred solution of 30.0 g (0.194 mol) of (E)-3,7-dimethyl-2,6-octadien-1-ol and 28.27 mL (0.213 mol) of 2,4,6-collidine under argon at room temperature was added dropwise 8.23 g (0.194 mol) of lithium chloride in 100 mL of DMF. The mixture was cooled to 0° C. and treated with 16.56 mL (0.213 mmol) of methanesulfonyl chloride dropwise over 10 minutes. The reaction was stirred at 0° C. for 1.5 hours (solid present), then was poured into 500 mL of ice/water. The aqueous solution was washed th...